Dataset: the Open Reaction Database (ORD), a public repository of structured organic reaction records. Task: describe an organic reaction: reactants, conditions, products, and yield Reactants: 3-L, C(C=C)N (allylamine), [N+](=O)([O-])C=1C=C(C(=O)Cl)C=CC1 (3-nitrobenzoyl chloride). Solvent: C(C)(=O)OCC (ethyl acetate), C(C)(=O)OCC (ethyl acetate). Conditions: temperature 0 celsius, time 3 hour. Yields the product C(C=C)NC(C1=CC(=CC=C1)[N+](=O)[O-])=O (N-allyl-3-nitrobenzamide). The yield is 80.4%. Reaction SMILES: [CH2:1]([NH2:4])[CH:2]=[CH2:3].[N+:5]([C:8]1[CH:9]=[C:10]([CH:14]=[CH:15][CH:16]=1)[C:11](Cl)=[O:12])([O-:7])=[O:6]>C(OCC)(=O)C>[CH2:1]([NH:4][C:11](=[O:12])[C:10]1[CH:14]=[CH:15][CH:16]=[C:8]([N+:5]([O-:7])=[O:6])[CH:9]=1)[CH:2]=[CH2:3]. Procedure: Step 1′ A 3-L, three-necked, round-bottomed flask equipped with a mechanical stirrer, a nitrogen inlet adapter, and a 500-mL pressure-equalizing addition finnel fitted with a glass stopper was purged with nitrogen. The flask was charged with allylamine (K) 33.9 g (0.593 mol), 50 mL of ethyl acetate, triethylaamine 60.0 g (0.593 mol), and then cooled with an ice-water bath. The addition funnel was charged with 3-nitro-benzoyl chloride (J) 100.0 g (0.539 mol) and 230 mL ethyl acetate, and this sol... The reactants are FC=1C=C(C=C(C1)F)N1C(CCC1)C=1C=C(C=C2C(C=C(OC12)N1CCOCC1)=O)C(=O)O (8-(1-(3,5-difluorophenyl)pyrrolidin-2-yl)-2-morpholino-4-oxo-4H-chromene-6-carboxylic acid), N1CCC(CC1)O (piperidin-4-ol). The product is FC=1C=C(C=C(C1)F)N1C(CCC1)C=1C=C(C=C2C(C=C(OC12)N1CCOCC1)=O)C(=O)N1CCC(CC1)O (8-(1-(3,5-difluorophenyl)pyrrolidin-2-yl)-6-(4-hydroxypiperidine-1-carbonyl)-2-morpholino-4H-chromen-4-one). Yield: 66.2%. RXN SMILES: [F:1][C:2]1[CH:3]=[C:4]([N:9]2[CH2:13][CH2:12][CH2:11][CH:10]2[C:14]2[CH:15]=[C:16]([C:31](O)=[O:32])[CH:17]=[C:18]3[C:23]=2[O:22][C:21]([N:24]2[CH2:29][CH2:28][O:27][CH2:26][CH2:25]2)=[CH:20][C:19]3=[O:30])[CH:5]=[C:6]([F:8])[CH:7]=1.[NH:34]1[CH2:39][CH2:38][CH:37]([OH:40])[CH2:36][CH2:35]1>>[F:8][C:6]1[CH:5]=[C:4]([N:9]2[CH2:13][CH2:12][CH2:11][CH:10]2[C:14]2[CH:15]=[C:16]([C:31]([N:34]3[CH2:39][CH2:38][CH:37]([OH:40])[CH2:36][CH2:35]3)=[O:32])[CH:17]=[C:18]3[C:23]=2[O:22][C:21]([N:24]2[CH2:25][CH2:26][O:27][CH2:28][CH2:29]2)=[CH:20][C:19]3=[O:30])[CH:3]=[C:2]([F:1])[CH:7]=1. Procedure: Title compound was prepared using an analogous procedure to that described in Example 1.01. 8-(1-(3,5-difluorophenyl)pyrrolidin-2-yl)-2-morpholino-4-oxo-4H-chromene-6-carboxylic acid (105 mg, 0.21 mmol) was reacted with piperidin-4-ol (22.48 mg, 0.22 mmol) to afford 8-(1-(3,5-difluorophenyl)pyrrolidin-2-yl)-6-(4-hydroxypiperidine-1-carbonyl)-2-morpholino-4H-chromen-4-one (75 mg, 66%) as a white solid. Starting materials: C(=O)(O)[O-].[Na+] (NaHCO3), COCC(=O)Cl (methoxyacetyl chloride), ON1C(CCC1=O)=O (N-hydroxysuccinimide), TEA. Solvent: ClCCl (dichloromethane), ClCCl (dichloromethane). Run at time 48 hour. Product: COCC(=O)ON1C(CCC1=O)=O (1-[(Methoxyacetyl)oxy]pyrrolidine-2,5-dione). Yield: 79.0%. Reaction SMILES: [CH3:1][O:2][CH2:3][C:4](Cl)=[O:5].[OH:7][N:8]1[C:12](=[O:13])[CH2:11][CH2:10][C:9]1=[O:14].C([O-])(O)=O.[Na+]>ClCCl>[CH3:1][O:2][CH2:3][C:4]([O:7][N:8]1[C:12](=[O:13])[CH2:11][CH2:10][C:9]1=[O:14])=[O:5] |f:2.3|. Reported procedure: A solution of methoxyacetyl chloride (108.5 g, 1 mol) in absolute dichloromethane (170 mL) was added dropwise at 0° C. to a solution of N-hydroxysuccinimide (115 g, 1 mol) and TEA (111 g, 1 mol) in dichloromethane (900 mL). The reaction mixture was stirred at room temperature for 48 hours, and a saturated NaHCO3 solution (500 mL) was added under stirring. The organic layer was separated, and the aqueous layer was subjected to extraction twice with chloroform. The combined organic extract was was... Reactants: CC#N, COC(=O)CCc1oc(=O)[nH]c1-c1ccc(Cl)cc1, O, O=P(Cl)(Cl)Cl, c1ccncc1. Product: COC(=O)CCc1oc(Cl)nc1-c1ccc(Cl)cc1. As a reaction SMILES: [CH3:32][C:33]#[N:34].[Cl:1][c:2]1[cH:3][cH:4][c:5](-[c:8]2[nH:9][c:10](=[O:19])[o:11][c:12]2[CH2:13][CH2:14][C:15](=[O:16])[O:17][CH3:18])[cH:6][cH:7]1.[OH2:31].[P:20]([Cl:21])([Cl:22])([Cl:23])=[O:24].[cH:25]1[cH:26][cH:27][n:28][cH:29][cH:30]1>>[Cl:1][c:2]1[cH:3][cH:4][c:5](-[c:8]2[n:9][c:10]([Cl:22])[o:11][c:12]2[CH2:13][CH2:14][C:15](=[O:16])[O:17][CH3:18])[cH:6][cH:7]1.